Dataset: the Open Reaction Database (ORD), a public repository of structured organic reaction records. Task: describe an organic reaction: reactants, conditions, products, and yield The product is CCOC(=O)N1CCCN(c2nc3ccccc3n2Cc2ccc(CO)o2)CC1. The reactants are [Al+3], CCOC(=O)c1ccc(Cn2c(N3CCCN(C(=O)OCC)CC3)nc3ccccc32)o1, [H-], [H-], [H-], [H-], [Li+], C1CCOC1. Reaction SMILES: [Al+3:34].[CH2:1]([CH3:2])[O:3][C:4](=[O:5])[N:6]1[CH2:7][CH2:8][N:9]([c:13]2[n:14][c:15]3[c:16]([n:17]2[CH2:18][c:19]2[o:20][c:21]([C:24](=[O:25])[O:26][CH2:27][CH3:28])[cH:22][cH:23]2)[cH:29][cH:30][cH:31][cH:32]3)[CH2:10][CH2:11][CH2:12]1.[H-:33].[H-:36].[H-:37].[H-:38].[Li+:35].[O:39]1[CH2:40][CH2:41][CH2:42][CH2:43]1>>[CH2:1]([CH3:2])[O:3][C:4](=[O:5])[N:6]1[CH2:7][CH2:8][N:9]([c:13]2[n:14][c:15]3[c:16]([n:17]2[CH2:18][c:19]2[o:20][c:21]([CH2:24][OH:25])[cH:22][cH:23]2)[cH:29][cH:30][cH:31][cH:32]3)[CH2:10][CH2:11][CH2:12]1. Product: C(C)OC(=O)C1=NN(C(=C1C)C=1SC(=CC1)C#CC(C)(C)C)C1=C(C=C(C=C1)Cl)Cl (1-(2,4-dichloro-phenyl)-5-[5-(3,3-dimethyl-but-1-ynyl)-thiophen-2-yl]-4-methyl-1H-pyrazole-3-carboxylic acid ethyl ester). Reactants: CC(CC#C)(C)C (4,4-dimethylpent-1-yne), aqueous solution, C(CO)N (2-ethanolamine), O (water), C(C)OC(=O)C1=NN(C(=C1C)C=1SC(=CC1)Br)C1=C(C=C(C=C1)Cl)Cl (5-(5-bromo-thiophen-2-yl)-1-(2,4-dichloro-phenyl)-4-methyl-1H-pyrazole-3-carboxylic acid ethyl ester). Solvent: C(C)OCC (diethyl ether), C1CCOC1 (THF). Procedure details: To a suspension of 5-(5-bromo-thiophen-2-yl)-1-(2,4-dichloro-phenyl)-4-methyl-1H-pyrazole-3-carboxylic acid ethyl ester (500 mg, 1.09 mmol), PdCl2(PPh3)2 (23 mg, 0.03 mmol), and CuI (4 mg, 0.01 mmol) in THF (10 mL) was added 4,4-dimethylpent-1-yne (176 mg, 1.30 mmol) and 0.5 M aqueous solution of 2-ethanolamine (3 mL). The resulting mixture was heated at 60° C. for 6 h. After cooled to room temperature, the reaction mixture was poured into water and diethyl ether (H2O/ether=1:1 (v/v), 20 mL). Th... Conditions: temperature 60 celsius. Isolated yield 79.9%. As a reaction SMILES: [CH2:1]([O:3][C:4]([C:6]1[C:10]([CH3:11])=[C:9]([C:12]2[S:13][C:14](Br)=[CH:15][CH:16]=2)[N:8]([C:18]2[CH:23]=[CH:22][C:21]([Cl:24])=[CH:20][C:19]=2[Cl:25])[N:7]=1)=[O:5])[CH3:2].[CH3:26][C:27]([CH3:32])([CH3:31])[CH2:28][C:29]#C.C(N)CO.O>C1COCC1.Cl[Pd](Cl)([P](C1C=CC=CC=1)(C1C=CC=CC=1)C1C=CC=CC=1)[P](C1C=CC=CC=1)(C1C=CC=CC=1)C1C=CC=CC=1.[Cu]I.C(OCC)C>[CH2:1]([O:3][C:4]([C:6]1[C:10]([CH3:11])=[C:9]([C:12]2[S:13][C:14]([C:29]#[C:28][C:27]([CH3:32])([CH3:31])[CH3:26])=[CH:15][CH:16]=2)[N:8]([C:18]2[CH:23]=[CH:22][C:21]([Cl:24])=[CH:20][C:19]=2[Cl:25])[N:7]=1)=[O:5])[CH3:2] |^1:45,64|. The reagents and catalysts are Cl[Pd]([P](C1=CC=CC=C1)(C2=CC=CC=C2)C3=CC=CC=C3)([P](C4=CC=CC=C4)(C5=CC=CC=C5)C6=CC=CC=C6)Cl (PdCl2(PPh3)2), [Cu]I (CuI). The product is NC1=C(C=C(C(=O)N)C=C1)OC(C)C1=CC(=NO1)C (4-amino-3-[1-(3-methylisoxazol-5-yl)ethoxy]benzamide). The reactants are FC=1C=C(C(=O)N)C=CC1[N+](=O)[O-] (3-fluoro-4-nitro-benzamide), CC1=NOC(=C1)C(C)O (1-(3-methylisoxazol-5-yl)ethanol). As a reaction SMILES: F[C:2]1[CH:3]=[C:4]([CH:8]=[CH:9][C:10]=1[N+:11]([O-])=O)[C:5]([NH2:7])=[O:6].[CH3:14][C:15]1[CH:19]=[C:18]([CH:20]([OH:22])[CH3:21])[O:17][N:16]=1>>[NH2:11][C:10]1[CH:9]=[CH:8][C:4]([C:5]([NH2:7])=[O:6])=[CH:3][C:2]=1[O:22][CH:20]([C:18]1[O:17][N:16]=[C:15]([CH3:14])[CH:19]=1)[CH3:21]. Procedure: Is prepared in a similar manner as intermediate III.4 from 3-fluoro-4-nitro-benzamide and 1-(3-methylisoxazol-5-yl)ethanol. Reactants: CS(=O)(=O)C1=CC=C(CNC(=O)C2=NC(=C(C(=C2)N)C#N)Cl)C=C1 (4-Amino-6-chloro-5-cyano-pyridine-2-carboxylic acid 4-methanesulfonyl-benzylamide), C1(CCCC1)N (cyclopentylamine). Solvent: CN(C(C)=O)C (N,N-dimethylacetamide). Conditions: temperature 160 celsius. The product is NC1=CC(=NC(=C1C#N)NC1CCCC1)C(=O)NCC1=CC=C(C=C1)S(=O)(=O)C (4-amino-5-cyano-6-(cyclopentylamino)-N-[4-(methylsulfonyl)benzyl]pyridine-2-carboxamide). Isolated yield 81.0%. Reaction SMILES: [CH3:1][S:2]([C:5]1[CH:24]=[CH:23][C:8]([CH2:9][NH:10][C:11]([C:13]2[CH:18]=[C:17]([NH2:19])[C:16]([C:20]#[N:21])=[C:15](Cl)[N:14]=2)=[O:12])=[CH:7][CH:6]=1)(=[O:4])=[O:3].[CH:25]1([NH2:30])[CH2:29][CH2:28][CH2:27][CH2:26]1>CN(C)C(=O)C>[NH2:19][C:17]1[C:16]([C:20]#[N:21])=[C:15]([NH:30][CH:25]2[CH2:29][CH2:28][CH2:27][CH2:26]2)[N:14]=[C:13]([C:11]([NH:10][CH2:9][C:8]2[CH:23]=[CH:24][C:5]([S:2]([CH3:1])(=[O:4])=[O:3])=[CH:6][CH:7]=2)=[O:12])[CH:18]=1. Procedure details: A mixture of Example 181F (36.5 mg, 0.1 mmol) and cyclopentylamine (25.5 mg, 0.3 mmol) in N,N-dimethylacetamide (1.5 ml) was stirred in a sealed tube. This reaction mixture was heated in a microwave reactor at 160° C. for 20 min. and purified on HPLC (10 mM ammonium acetate, 5% acetonitirle in H2O/CH3CN) to give titled compound (33.5 mg, 81%). 1H NMR (300 MHz, DMSO-d6) δ 8.97 (t, J=6.0 Hz, 1H), 7.88 (d, J=9.0 Hz, 2H), 7.53 (d, J=9.0 Hz, 2H), 6.89 (s, 2H), and 6.70 (s, 1H), 6.27 (d, J=6.0 Hz, 2H)... Reaction SMILES: O=C1C2C(=CC=CC=2)C(=O)[N:3]1[CH2:12][CH2:13][N:14]1[C:23]2[C:18](=[N:19][CH:20]=[C:21]([CH2:24][C:25]3[CH:30]=[CH:29][C:28]([F:31])=[CH:27][CH:26]=3)[CH:22]=2)[C:17]([OH:32])=[C:16]([C:33]([NH:35][CH2:36][CH2:37][OH:38])=[O:34])[C:15]1=[O:39].NN>CCO>[NH2:3][CH2:12][CH2:13][N:14]1[C:23]2[C:18](=[N:19][CH:20]=[C:21]([CH2:24][C:25]3[CH:26]=[CH:27][C:28]([F:31])=[CH:29][CH:30]=3)[CH:22]=2)[C:17]([OH:32])=[C:16]([C:33]([NH:35][CH2:36][CH2:37][OH:38])=[O:34])[C:15]1=[O:39]. Solvent: CCO (EtOH). The reactants are O=C1N(C(C2=CC=CC=C12)=O)CCN1C(C(=C(C2=NC=C(C=C12)CC1=CC=C(C=C1)F)O)C(=O)NCCO)=O (1-[2-(1,3-dioxo-1,3-dihydro-2H-isoindol-2-yl)ethyl]-7-[(4-fluorophenyl)methyl]-4-hydroxy-N-(2-hydroxyethyl)-2-oxo-1,2-dihydro-1,5-naphthyridine-3-carboxamide), NN (hydrazine), NN (hydrazine). Run at temperature 50 celsius, time 8 hour. Procedure details: A solution of 1-[2-(1,3-dioxo-1,3-dihydro-2H-isoindol-2-yl)ethyl]-7-[(4-fluorophenyl)methyl]-4-hydroxy-N-(2-hydroxyethyl)-2-oxo-1,2-dihydro-1,5-naphthyridine-3-carboxamide (0.255 g, 0.48 mmol) in EtOH (80 mL) under nitrogen was treated with hydrazine (0.151 mL, 4.81 mmol) for 1 h@50° C. Additional hydrazine was added (0.075 mL @1 h) after 1 and 4 hours (0.15 mL @ 4 h) and the reaction was stirred for a total of 8 h@50° C. The reaction was then capped and cooled in a refrigerator overnight. The r... Yields the product NCCN1C(C(=C(C2=NC=C(C=C12)CC1=CC=C(C=C1)F)O)C(=O)NCCO)=O (1-(2-Aminoethyl)-7-[(4-fluorophenyl)methyl]-4-hydroxy-N-(2-hydroxyethyl)-2-oxo-1,2-dihydro-1,5-naphthyridine-3-carboxamide). As a reaction SMILES: C([N:8]1[CH2:12][CH2:11][CH2:10][C@H:9]1[C:13]1[O:21][C:20]2[C:15](=[N:16][C:17]([Cl:22])=[CH:18][CH:19]=2)[CH:14]=1)(OC(C)(C)C)=O.C(O)(C(F)(F)F)=O.C([O-])([O-])=O.[K+].[K+]>C(Cl)Cl>[ClH:22].[Cl:22][C:17]1[N:16]=[C:15]2[CH:14]=[C:13]([C@@H:9]3[CH2:10][CH2:11][CH2:12][NH:8]3)[O:21][C:20]2=[CH:19][CH:18]=1 |f:2.3.4,6.7|. Starting materials: C(=O)(C(F)(F)F)O (TFA), C(=O)(OC(C)(C)C)N1[C@@H](CCC1)C1=CC2=NC(=CC=C2O1)Cl (2-(1-BOC-2-(S)-pyrrolidinyl)-5-chlorofuro[3,2-b]pyridine), C(=O)([O-])[O-].[K+].[K+] (K2CO3). Reported procedure: A 1.5 g sample of the compound from step 11d above was dissolved in 10 mL of CH2Cl2 and cooled to 0° C. The solution was stirred under N2, 10 mL of TFA was added, and the reaction mixture was stirred for 1 hr. The reaction mixture was poured into saturated K2CO3, and the mixture was extracted with CH2Cl2. The solution was dried over MgSO4, and the solvent was removed. The residue was chromatographed on silica gel, eluting with 99:1 to 95:5 CHCl3 :MeOH. The residue was converted to the salt by tr... Run at temperature 0 celsius. Product: Cl.ClC1=CC=C2C(=N1)C=C(O2)[C@H]2NCCC2 (5-chloro-2-(2-(S)-pyrrolidinyl)-furo[3,2-b]pyridine hydrochloride). Solvent: C(Cl)Cl (CH2Cl2).